Dataset: the Open Reaction Database (ORD), a public repository of structured organic reaction records. Task: describe an organic reaction: reactants, conditions, products, and yield The reactants are CS(C)=O, C[O-], Cc1ccccc1, CC(=O)O, [Na+], CC(C)(C)C(=O)OC1CCC2C3C=CC4=CC(=O)CCC4(CO)C3CCC12C, CC(C)(C)C(=O)OC1CCC2C3=CC=C4C=C(O)CCC4(CO)C3CCC12C. Yields the product CC(C)(C)C(=O)OC1CCC2=C3C=CC4=CC(=O)CCC4(CO)C3CCC21C. Reaction SMILES: [CH3:29][S:30](=[O:31])[CH3:32].[CH3:33][O-:34].[CH3:64][c:65]1[cH:66][cH:67][cH:68][cH:69][cH:70]1.[CH3:71][C:72](=[O:73])[OH:74].[Na+:35].[OH:1][CH2:2][C:3]12[CH2:4][CH2:5][C:6](=[O:28])[CH:7]=[C:8]1[CH:9]=[CH:10][CH:11]1[CH:12]3[CH2:13][CH2:14][CH:15]([O:21][C:22]([C:23]([CH3:24])([CH3:25])[CH3:26])=[O:27])[C:16]3([CH3:17])[CH2:18][CH2:19][CH:20]21.[OH:36][C:37]1=[CH:63][C:43]2=[CH:44][CH:45]=[C:46]3[CH:47]([C:40]2([CH2:41][OH:42])[CH2:39][CH2:38]1)[CH2:48][CH2:49][C:50]1([CH3:51])[CH:52]3[CH2:53][CH2:54][CH:55]1[O:56][C:57](=[O:58])[C:59]([CH3:60])([CH3:61])[CH3:62]>>[OH:1][CH2:2][C:3]12[CH2:4][CH2:5][C:6](=[O:28])[CH:7]=[C:8]1[CH:9]=[CH:10][C:11]1=[C:12]3[CH2:13][CH2:14][CH:15]([O:21][C:22]([C:23]([CH3:24])([CH3:25])[CH3:26])=[O:27])[C:16]3([CH3:17])[CH2:18][CH2:19][CH:20]21. Starting materials: CCOP(=O)(OCC)C(C(=CC(=O)O)C(=O)O)P(=O)(OCC)OCC, CC(C)=O, [Na], [Na], Cc1ccc(S(=O)(=O)O)cc1. Yields the product CCOP(=O)(OCC)C(C1=CC(=O)OC1=O)P(=O)(OCC)OCC. Reaction SMILES: [CH2:3]([CH3:4])[O:5][P:6](=[O:7])([O:8][CH2:9][CH3:10])[CH:11]([C:12]([C:13](=[O:14])[OH:15])=[CH:16][C:17](=[O:18])[OH:19])[P:20](=[O:21])([O:22][CH2:23][CH3:24])[O:25][CH2:26][CH3:27].[CH3:39][C:40](=[O:41])[CH3:42].[Na:1].[Na:2].[c:28]1([CH3:29])[cH:30][cH:31][c:32]([S:33]([OH:34])(=[O:35])=[O:36])[cH:37][cH:38]1>>[CH2:3]([CH3:4])[O:5][P:6](=[O:7])([O:8][CH2:9][CH3:10])[CH:11]([C:12]1=[CH:16][C:17](=[O:18])[O:19][C:13]1=[O:15])[P:20](=[O:21])([O:22][CH2:23][CH3:24])[O:25][CH2:26][CH3:27].